This data is from the Open Reaction Database (ORD), a public repository of structured organic reaction records. The task is: describe an organic reaction: reactants, conditions, products, and yield Reactants: CO, CCOC(=O)C(C)CC(Cc1ccc(-c2cccc(Cl)c2)cc1)NC(=O)c1noc(=O)[nH]1, [Na+], [OH-]. The product is CC(CC(Cc1ccc(-c2cccc(Cl)c2)cc1)NC(=O)c1noc(=O)[nH]1)C(=O)O. RXN SMILES: [CH3:35][OH:36].[Cl:1][c:2]1[cH:3][c:4](-[c:8]2[cH:9][cH:10][c:11]([CH2:14][CH:15]([CH2:16][CH:17]([C:18](=[O:19])[O:20][CH2:21][CH3:22])[CH3:23])[NH:24][C:25](=[O:26])[c:27]3[n:28][o:29][c:30](=[O:32])[nH:31]3)[cH:12][cH:13]2)[cH:5][cH:6][cH:7]1.[Na+:34].[OH-:33]>>[Cl:1][c:2]1[cH:3][c:4](-[c:8]2[cH:9][cH:10][c:11]([CH2:14][CH:15]([CH2:16][CH:17]([C:18](=[O:19])[OH:20])[CH3:23])[NH:24][C:25](=[O:26])[c:27]3[n:28][o:29][c:30](=[O:32])[nH:31]3)[cH:12][cH:13]2)[cH:5][cH:6][cH:7]1. Starting materials: O=C1C(=C\C(\C2=CC=CC=C12)=N/S(=O)(=O)C=1SC=CC1)SCC(=O)OCC ((E)-ethyl 2-(1-oxo-4-(thiophen-2-ylsulfonylimino)-1,4-dihydronaphthalen-2-ylthio)acetate), ClC1=CC=C(C=C1)CS(=O)(=O)N ((4-chlorophenyl)methanesulfonamide). Reagents/catalysts: Cl[Ti](Cl)(Cl)Cl (TiCl4). Run in C1CCOC1 (THF). Yields the product ClC1=CC=C(CS(=O)(=O)N=C2C=C(C(C3=CC=CC=C23)=O)SCC(=O)OCC)C=C1 (Ethyl 2-(4-(4-chlorobenzylsulfonylimino)-1-oxo-1,4-dihydronaphthalen-2-ylthio)-acetate), title compound. Yield: 56.0%. Reaction SMILES: [O:1]=[C:2]1[C:11]2[C:6](=[CH:7][CH:8]=[CH:9][CH:10]=2)/[C:5](=[N:12]/[S:13]([C:16]2S[CH:18]=[CH:19][CH:20]=2)(=[O:15])=[O:14])/[CH:4]=[C:3]1[S:21][CH2:22][C:23]([O:25][CH2:26][CH3:27])=[O:24].[Cl:28][C:29]1C=CC(CS(N)(=O)=O)=[CH:31][CH:30]=1>C1COCC1.Cl[Ti](Cl)(Cl)Cl>[Cl:28][C:29]1[CH:18]=[CH:19][C:20]([CH2:16][S:13]([N:12]=[C:5]2[C:6]3[C:11](=[CH:10][CH:9]=[CH:8][CH:7]=3)[C:2](=[O:1])[C:3]([S:21][CH2:22][C:23]([O:25][CH2:26][CH3:27])=[O:24])=[CH:4]2)(=[O:14])=[O:15])=[CH:31][CH:30]=1. Procedure: 5.2.21 Ethyl 2-(4-(4-chlorobenzylsulfonylimino)-1-oxo-1,4-dihydronaphthalen-2-ylthio)-acetate (8g) was prepared according to the procedure for 8a except using (4-chlorophenyl)methanesulfonamide, TiCl4.2THF and THF as solvent. The title compound 130 mg (56%) was obtained according to the workup procedure for 12a as a yellow solid, m.p.: ° C. The reactants are NC1=NC(=O)C2=CC=NC2=N1, O=C(Cl)c1ccc2ccccc2c1. The product is O=C1N=C(NC(=O)c2ccc3ccccc3c2)N=C2N=CC=C12. RXN SMILES: [NH2:1][C:2]1=[N:3][C:4](=[O:11])[C:5]2=[CH:10][CH:9]=[N:8][C:6]2=[N:7]1.[cH:12]1[c:13]([C:22](=[O:23])[Cl:24])[cH:14][cH:15][c:16]2[cH:17][cH:18][cH:19][cH:20][c:21]12>>[NH:1]([C:2]1=[N:3][C:4](=[O:11])[C:5]2=[CH:10][CH:9]=[N:8][C:6]2=[N:7]1)[C:22]([c:13]1[cH:12][c:21]2[c:16]([cH:15][cH:14]1)[cH:17][cH:18][cH:19][cH:20]2)=[O:23]. The reactants are C[S-].[Na+] (Sodium thiomethoxide), ClC1=NC(=NC(=C1)[Sn](CCCC)(CCCC)CCCC)C (4-chloro-2-methyl-6-(tributylstannyl)pyrimidine). Run in O1CCCC1 (tetrahydrofuran), O (water). Run at time 48 hour. Product: CC1=NC(=CC(=N1)SC)[Sn](CCCC)(CCCC)CCCC (2-methyl-4-(methylthio)-6-(tributylstannyl)pyrimidine). Yield: 29.8%. Reaction SMILES: [CH3:1][S-:2].[Na+].Cl[C:5]1[CH:10]=[C:9]([Sn:11]([CH2:20][CH2:21][CH2:22][CH3:23])([CH2:16][CH2:17][CH2:18][CH3:19])[CH2:12][CH2:13][CH2:14][CH3:15])[N:8]=[C:7]([CH3:24])[N:6]=1>O1CCCC1.O>[CH3:24][C:7]1[N:6]=[C:5]([S:2][CH3:1])[CH:10]=[C:9]([Sn:11]([CH2:20][CH2:21][CH2:22][CH3:23])([CH2:16][CH2:17][CH2:18][CH3:19])[CH2:12][CH2:13][CH2:14][CH3:15])[N:8]=1 |f:0.1|. Procedure details: Sodium thiomethoxide (140 mg, 2 mmol) was added to 4-chloro-2-methyl-6-(tributylstannyl)pyrimidine (835 mg, 2 mmol) in tetrahydrofuran (10 mL). The reaction mixture was stirred at room temperature for 48 h. The reaction mixture was diluted with water (20 mL) and extracted with EtOAc (2×30 mL). The organic extract was washed with saturated NaCl (5 mL) and dried over Na2SO4. The solution was filtered and concentrated in vacuo to give the crude material as an orange oil. The crude product was purif... Starting materials: N(=NC(=O)OCC)C(=O)OCC (diethyl azodicarboxylate), C(C)(C)(C)OC(=O)N(C1=NC(=C2N=CN(C2=N1)O)OC)C(=O)OC(C)(C)C (2-[di-(t-butoxycarbonyl)]amino-9-hydroxy-6-methoxypurine), OCC/C=C/P(OC(C)C)(OC(C)C)=O (diisopropyl (E)-4-hydroxybut-1-enylphosphonate), C1(=CC=CC=C1)P(C1=CC=CC=C1)C1=CC=CC=C1 (triphenylphosphine). Run in O1CCCC1 (tetrahydrofuran). Run at temperature 0 celsius. The product is C(C)(C)(C)OC(=O)N(C1=NC(=C2N=CN(C2=N1)OCC\C=C\P(=O)(OC(C)C)OC(C)C)OC)C(=O)OC(C)(C)C ((E)-2-[di-(t-butoxycarbonyl)]amino-9-[4-(diisopropoxyphosphoryl)but-3-enyloxy]-6-methoxypurine). The yield is 61.9%. Reaction SMILES: [C:1]([O:5][C:6]([N:8]([C:21]([O:23][C:24]([CH3:27])([CH3:26])[CH3:25])=[O:22])[C:9]1[N:17]=[C:16]2[C:12]([N:13]=[CH:14][N:15]2[OH:18])=[C:11]([O:19][CH3:20])[N:10]=1)=[O:7])([CH3:4])([CH3:3])[CH3:2].O[CH2:29][CH2:30]/[CH:31]=[CH:32]/[P:33](=[O:42])([O:38][CH:39]([CH3:41])[CH3:40])[O:34][CH:35]([CH3:37])[CH3:36].C1(P(C2C=CC=CC=2)C2C=CC=CC=2)C=CC=CC=1.N(C(OCC)=O)=NC(OCC)=O>O1CCCC1>[C:24]([O:23][C:21]([N:8]([C:6]([O:5][C:1]([CH3:4])([CH3:3])[CH3:2])=[O:7])[C:9]1[N:17]=[C:16]2[C:12]([N:13]=[CH:14][N:15]2[O:18][CH2:29][CH2:30]/[CH:31]=[CH:32]/[P:33]([O:38][CH:39]([CH3:40])[CH3:41])([O:34][CH:35]([CH3:36])[CH3:37])=[O:42])=[C:11]([O:19][CH3:20])[N:10]=1)=[O:22])([CH3:27])([CH3:26])[CH3:25]. Procedure details: To a mixture of 2-[di-(t-butoxycarbonyl)]amino-9-hydroxy-6-methoxypurine (154 mg, 404 μmol), diisopropyl (E)-4-hydroxybut-1-enylphosphonate (89 mg, 404 μmol) and triphenylphosphine (159 mg, 606 μmol) in dry tetrahydrofuran (4 ml) stirred at 0° C. was added diethyl azodicarboxylate (105 mg, 606 μmol). The mixture was allowed to warm to room temperature and stirred for 2.3 hr. The solvent was removed and the residue was purified by column chromatography on silica gel eluting with ethyl acetate-met... The reactants are COC(=O)c1ccc(CBr)cc1, CC(=O)[O-], CC(=O)[O-], COCCOC, CC(=O)O, COc1cc(C(=O)Cl)cc2c1C(C)(C)CCC2(C)C, [Cu+2], [Cu], [Zn], [Zn]. Product: COC(=O)c1ccc(CC(=O)c2cc(OC)c3c(c2)C(C)(C)CCC3(C)C)cc1. RXN SMILES: [Br:24][CH2:25][c:26]1[cH:27][cH:28][c:29]([C:30](=[O:31])[O:32][CH3:33])[cH:34][cH:35]1.[C:43]([O-:44])(=[O:45])[CH3:46].[C:48]([O-:49])(=[O:50])[CH3:51].[CH2:36]([CH2:37][O:38][CH3:39])[O:40][CH3:41].[CH3:1][C:2](=[O:3])[OH:4].[CH3:5][O:6][c:7]1[cH:8][c:9]([C:21](=[O:22])[Cl:23])[cH:10][c:11]2[c:16]1[C:15]([CH3:17])([CH3:18])[CH2:14][CH2:13][C:12]2([CH3:19])[CH3:20].[Cu+2:47].[Cu:52].[Zn:42].[Zn:53]>>[CH3:5][O:6][c:7]1[cH:8][c:9]([C:21](=[O:22])[CH2:25][c:26]2[cH:27][cH:28][c:29]([C:30](=[O:31])[O:32][CH3:33])[cH:34][cH:35]2)[cH:10][c:11]2[c:16]1[C:15]([CH3:17])([CH3:18])[CH2:14][CH2:13][C:12]2([CH3:19])[CH3:20]. RXN SMILES: [C:1](#[N:2])[c:3]1[cH:4][c:5]2[c:6](=[O:18])[nH:7][c:8]([C:13]([O:15][CH2:14][CH3:16])=[O:17])[n:9][c:10]2[cH:11][cH:12]1.[CH2:28]1[O:29][CH2:30][CH2:31][CH2:32]1.[NH2:19][CH2:20][c:21]1[cH:22][c:23]([NH2:24])[cH:25][cH:26][cH:27]1>>[C:1](#[N:2])[c:3]1[cH:4][c:5]2[c:6](=[O:18])[nH:7][c:8]([C:13](=[O:15])[NH:19][CH2:20][c:21]3[cH:22][c:23]([NH2:24])[cH:25][cH:26][cH:27]3)[n:9][c:10]2[cH:11][cH:12]1. Reactants: CCOC(=O)c1nc2ccc(C#N)cc2c(=O)[nH]1, C1CCOC1, NCc1cccc(N)c1. The product is N#Cc1ccc2nc(C(=O)NCc3cccc(N)c3)[nH]c(=O)c2c1. Starting materials: O=C([O-])[O-], Cc1ccc(Br)c(C(=O)Nc2ccn(C)n2)n1, ClC(Cl)Cl, [Cs+], [Cs+], Cn1ccc(N)n1, C1COCCO1, O=C(C=Cc1ccccc1)C=Cc1ccccc1, O=C(C=Cc1ccccc1)C=Cc1ccccc1, O=C(C=Cc1ccccc1)C=Cc1ccccc1, [Pd], [Pd]. Product: Cc1ccc(Nc2ccn(C)n2)c(C(=O)Nc2ccn(C)n2)n1. Reaction SMILES: [C:25](=[O:26])([O-:27])[O-:28].[CH3:1][n:2]1[n:3][c:4]([NH:7][C:8](=[O:9])[c:10]2[n:11][c:12]([CH3:17])[cH:13][cH:14][c:15]2[Br:16])[cH:5][cH:6]1.[Cl:93][CH:94]([Cl:95])[Cl:96].[Cs+:29].[Cs+:30].[NH2:18][c:19]1[n:20][n:21]([CH3:24])[cH:22][cH:23]1.[O:31]1[CH2:32][CH2:33][O:34][CH2:35][CH2:36]1.[O:39]=[C:40]([CH:41]=[CH:42][c:43]1[cH:44][cH:45][cH:46][cH:47][cH:48]1)[CH:49]=[CH:50][c:51]1[cH:52][cH:53][cH:54][cH:55][cH:56]1.[O:57]=[C:58]([CH:59]=[CH:60][c:61]1[cH:62][cH:63][cH:64][cH:65][cH:66]1)[CH:67]=[CH:68][c:69]1[cH:70][cH:71][cH:72][cH:73][cH:74]1.[O:75]=[C:76]([CH:77]=[CH:78][c:79]1[cH:80][cH:81][cH:82][cH:83][cH:84]1)[CH:85]=[CH:86][c:87]1[cH:88][cH:89][cH:90][cH:91][cH:92]1.[Pd:37].[Pd:38]>>[CH3:1][n:2]1[n:3][c:4]([NH:7][C:8](=[O:9])[c:10]2[n:11][c:12]([CH3:17])[cH:13][cH:14][c:15]2[NH:18][c:19]2[n:20][n:21]([CH3:24])[cH:22][cH:23]2)[cH:5][cH:6]1. The reactants are C(#N)C=1C(=C(C=CC1F)[C@@H]1CN2[C@@H](CO1)CN(CC2)C(=O)OC(C)(C)C)C ((3R,9aR)-tert-Butyl 3-(3-cyano-4-fluoro-2-methylphenyl)hexahydropyrazino[2,1-c][1,4]oxazine-8(1H)-carboxylate), FC(C(=O)O)(F)F (trifluoroacetic acid). Yields the product FC(C(=O)O)(F)F.FC1=CC=C(C(=C1C#N)C)[C@@H]1CN2[C@@H](CO1)CNCC2 (6-fluoro-2-methyl-3-[(3R,9aR)-octahydropyrazino[2,1-c][1,4]oxazin-3-yl]benzonitrile 2,2,2-trifluoroacetate). RXN SMILES: [C:1]([C:3]1[C:4]([CH3:27])=[C:5]([C@H:10]2[O:15][CH2:14][C@H:13]3[CH2:16][N:17](C(OC(C)(C)C)=O)[CH2:18][CH2:19][N:12]3[CH2:11]2)[CH:6]=[CH:7][C:8]=1[F:9])#[N:2].[F:28][C:29]([F:34])([F:33])[C:30]([OH:32])=[O:31]>>[F:28][C:29]([F:34])([F:33])[C:30]([OH:32])=[O:31].[F:9][C:8]1[C:3]([C:1]#[N:2])=[C:4]([CH3:27])[C:5]([C@H:10]2[O:15][CH2:14][C@H:13]3[CH2:16][NH:17][CH2:18][CH2:19][N:12]3[CH2:11]2)=[CH:6][CH:7]=1 |f:2.3|. Procedure: (3R,9aR)-tert-Butyl 3-(3-cyano-4-fluoro-2-methylphenyl)hexahydropyrazino[2,1-c][1,4]oxazine-8(1H)-carboxylate (1.09 g, 2.90 mmol) was stirred in trifluoroacetic acid (10 mL) for 1 h then concentrated and azeotroped with dichloroethane (3×) to yield the title compound. LC-MS (IE, m/z): 276 [M+1]+; 1H-NMR (500 MHz, DMSO) δ ppm 7.989 (t, J=6.4 Hz, 1H), 7.416 (t, J=8.85 Hz, 1H), 4.959 (dd, J=7.75, 2.35 Hz, 1H), 3.855 (d, J=11.9 Hz, 1H), 3.755 (b, 1H), 3.236-3.54 (m, 8H), 3.066 (d, J=11.5 Hz, 1H), 2.... Reactants: [N+](=O)([O-])C1=CC(=C(C=C1[N+](=O)[O-])O)OC (4,5-dinitro-2-methoxyphenol), NCCCO (3-amino-1-propanol). The solvent is O (water), O (water). The product is OCCCNC=1C(=CC(=C(C1)O)OC)[N+](=O)[O-] (5-(γ-hydroxypropyl)amino-2-methoxy-4-nitrophenol). Reaction SMILES: [N+:1]([C:4]1[C:9]([N+:10]([O-])=O)=[CH:8][C:7]([OH:13])=[C:6]([O:14][CH3:15])[CH:5]=1)([O-:3])=[O:2].N[CH2:17][CH2:18][CH2:19][OH:20]>O>[OH:20][CH2:19][CH2:18][CH2:17][NH:10][C:9]1[C:4]([N+:1]([O-:3])=[O:2])=[CH:5][C:6]([O:14][CH3:15])=[C:7]([OH:13])[CH:8]=1. Procedure details: A mixture consisting of 0.2 mol (42.8 g) of 4,5-dinitro-2-methoxyphenol, prepared in Example 2, 0.6 mol (45.7 g) of 3-amino-1-propanol and 30 ml of water is heated at the refluxing temperature of water for 3 h 30 min.